From a dataset of the Open Reaction Database (ORD), a public repository of structured organic reaction records. describe an organic reaction: reactants, conditions, products, and yield The reactants are CC(C)C1CCc2ncnc(N3CC4(CCN(Cc5ccccc5)CC4)c4c(CN)cccc43)c21, CC(C)=O. Yields the product CC(C)NCc1cccc2c1C1(CCN(Cc3ccccc3)CC1)CN2c1ncnc2c1C(C(C)C)CC2. Reaction SMILES: [CH2:1]([c:2]1[cH:3][cH:4][cH:5][cH:6][cH:7]1)[N:8]1[CH2:9][CH2:10][C:11]2([CH2:12][N:13]([c:22]3[c:23]4[c:24]([n:25][cH:26][n:27]3)[CH2:28][CH2:29][CH:30]4[CH:31]([CH3:32])[CH3:33])[c:14]3[cH:15][cH:16][cH:17][c:18]([CH2:20][NH2:21])[c:19]32)[CH2:34][CH2:35]1.[CH3:36][C:37]([CH3:38])=[O:39]>>[CH2:1]([c:2]1[cH:3][cH:4][cH:5][cH:6][cH:7]1)[N:8]1[CH2:9][CH2:10][C:11]2([CH2:12][N:13]([c:22]3[c:23]4[c:24]([n:25][cH:26][n:27]3)[CH2:28][CH2:29][CH:30]4[CH:31]([CH3:32])[CH3:33])[c:14]3[cH:15][cH:16][cH:17][c:18]([CH2:20][NH:21][CH:37]([CH3:36])[CH3:38])[c:19]32)[CH2:34][CH2:35]1. The reactants are CC1(OC2=C(C=CC=C2CC1)C(=O)O)C (2,2-dimethyl-3,4-dihydro-2H-chromene-8-carboxylic acid), C(C)(=O)O (acetic acid), [Si](C)(C)(C)C=[N+]=[N-] (TMS-diazomethane). Solvent: CO (methanol), C1(=CC=CC=C1)C (toluene). Reaction conditions: time 45 minute. Product: CC1(OC2=C(C=CC=C2CC1)C(=O)OC)C (methyl 2,2-dimethyl-3,4-dihydro-2H-chromene-8-carboxylate). RXN SMILES: [CH3:1][C:2]1([CH3:15])[CH2:11][CH2:10][C:9]2[C:4](=[C:5]([C:12]([OH:14])=[O:13])[CH:6]=[CH:7][CH:8]=2)[O:3]1.[Si](C=[N+]=[N-])(C)(C)[CH3:17].C(O)(=O)C>CO.C1(C)C=CC=CC=1>[CH3:1][C:2]1([CH3:15])[CH2:11][CH2:10][C:9]2[C:4](=[C:5]([C:12]([O:14][CH3:17])=[O:13])[CH:6]=[CH:7][CH:8]=2)[O:3]1. Reported procedure: To a solution of 2,2-dimethyl-3,4-dihydro-2H-chromene-8-carboxylic acid (300 mg, 1.45 mmol) in methanol (2.10 mL) and toluene (5.20 mL) cooled to 0° C. was added TMS-diazomethane (1.82 mL, 3.64 mmol) dropwise via a syringe. The reaction mixture was warmed to room temperature and stirred for 45 minutes. It was then cooled to 0° C., and acetic acid (2.00 mL) was added carefully. The solvent was evaporated under vacuum and the residue was re-dissolved in EtOAc (80.0 mL), washed with a saturated NaH...